The task is: describe an organic reaction: reactants, conditions, products, and yield. This data is from the Open Reaction Database (ORD), a public repository of structured organic reaction records. Reactants: [H][H] (hydrogen), compound, COC(C1=C(C=C(C=C1)C=CCCNCC(=O)OC(C)(C)C)O)=O (4-[4-(tert-Butoxycarbonylmethylamino)-1-butenyl]-2-hydroxybenzoic acid methyl ester). The reagents and catalysts are [C].[Pd] (palladium-carbon). The solvent is CO (methanol). Yields the product COC(C1=C(C=C(C=C1)CCCCNCC(=O)OC(C)(C)C)O)=O (4-[4-(tert-Butoxycarbonylmethylamino)butyl]-2-hydroxybenzoic acid methyl ester). Yield: 95.0%. Reaction SMILES: [CH3:1][O:2][C:3](=[O:24])[C:4]1[CH:9]=[CH:8][C:7]([CH:10]=[CH:11][CH2:12][CH2:13][NH:14][CH2:15][C:16]([O:18][C:19]([CH3:22])([CH3:21])[CH3:20])=[O:17])=[CH:6][C:5]=1[OH:23].[H][H]>CO.[C].[Pd]>[CH3:1][O:2][C:3](=[O:24])[C:4]1[CH:9]=[CH:8][C:7]([CH2:10][CH2:11][CH2:12][CH2:13][NH:14][CH2:15][C:16]([O:18][C:19]([CH3:20])([CH3:21])[CH3:22])=[O:17])=[CH:6][C:5]=1[OH:23] |f:3.4|. Procedure details: A solution of the compound (0.845 g) obtained in (1) above in methanol (20 ml) was vigorously stirred in the presence of 10% palladium-carbon (0.106 g) in a stream of hydrogen. After filtering through Celite, the mixture was concentrated under reduced pressure, and the residue was purified by silica gel column chromatography (developing solvent: hexane/ethyl acetate=4/1 v/v) to give the title compound (0.810 g, yield 95%). Starting materials: [Li]CCCC (n-BuLi), Cl (HCl), S(=O)(=O)(C1=CC=C(C)C=C1)N1C=CC=2C=NC=CC21 (1-tosyl-1H-pyrrolo[3,2-c]pyridine), C(OCC)(=O)Cl (ethyl carbonochloridate). Run in C1CCOC1 (THF), O (water). Conditions: temperature -78 celsius, time 1 hour. Product: S(=O)(=O)(C1=CC=C(C)C=C1)N1C(=CC=2C=NC=CC21)C(=O)OCC (ethyl 1-tosyl-1H-pyrrolo[3,2-c]pyridine-2-carboxylate). RXN SMILES: [S:1]([N:11]1[C:19]2[CH:18]=[CH:17][N:16]=[CH:15][C:14]=2[CH:13]=[CH:12]1)([C:4]1[CH:10]=[CH:9][C:7]([CH3:8])=[CH:6][CH:5]=1)(=[O:3])=[O:2].[Li]CCCC.[C:25](Cl)(=[O:29])[O:26][CH2:27][CH3:28].Cl>C1COCC1.O>[S:1]([N:11]1[C:19]2[CH:18]=[CH:17][N:16]=[CH:15][C:14]=2[CH:13]=[C:12]1[C:25]([O:26][CH2:27][CH3:28])=[O:29])([C:4]1[CH:10]=[CH:9][C:7]([CH3:8])=[CH:6][CH:5]=1)(=[O:3])=[O:2]. Procedure: A solution of compound 6-b (10 g, 367 mmol) in dry THF (150 mL) was cooled to −70° C. and n-BuLi (CAS 109-72-8) (2.5 M in hexane, 16.7 mL, 41.9 mmol) was added dropwise under N2. The mixture was stirred at −78° C. for 1 hour and then ethyl carbonochloridate (CAS 541-41-3) (fresh redistilled, 4.2 mL, 44 mmol) was added dropwise at −70° C. The mixture was warmed to 20° C. naturally and stirred at 20° C. for 1 hour. Then water (800 mL) was added. The mixture was acidified to pH=4 to 5 with a 1N HCl... Starting materials: C(CC)O (n-propanol), C(C1=CC=CC=C1)NCCC(=O)NC1=CC=C(C=C1)C=1C(CC(NN1)=O)C (6-[4-(3-Benzylaminopropionamido)phenyl]-5-methyl-4,5-dihydro-3(2H)-pyridazinone), CC1=C(OCC2CO2)C=CC(=C1)CCOCC1CC1 (1-[2-methyl-4-[2-(cyclopropylmethoxy)ethyl]phenoxy]-2,3-epoxypropane), ClCCl.C(C)#N.CO (dichloromethane acetonitrile methanol). Product: OC(CNCCC(=O)NC1=CC=C(C=C1)C=1C(CC(NN1)=O)C)C(OC1=C(C=C(C=C1)CCOCC1CC1)C)CC1=CC=CC=C1 (6-[4-[3-[2-Hydroxy-3-[2-methyl-4-(2-(cyclopropylmethoxy)ethyl)phenoxy]-N-benzylpropylamino]propionamido]phenyl]-5-methyl-4,5-dihydro-3(2H)-pyridazinone). Reaction SMILES: [CH2:1]([NH:8][CH2:9][CH2:10][C:11]([NH:13][C:14]1[CH:19]=[CH:18][C:17]([C:20]2[CH:21]([CH3:27])[CH2:22][C:23](=[O:26])[NH:24][N:25]=2)=[CH:16][CH:15]=1)=[O:12])C1C=CC=CC=1.[CH3:28][C:29]1[CH:39]=[C:38]([CH2:40][CH2:41][O:42][CH2:43][CH:44]2[CH2:46][CH2:45]2)[CH:37]=[CH:36][C:30]=1[O:31][CH2:32][CH:33]1O[CH2:34]1.ClCCl.[C:50](#N)[CH3:51].[CH3:53][OH:54].[CH2:55](O)[CH2:56][CH3:57]>>[OH:54][CH:53]([CH:32]([CH2:33][C:34]1[CH:51]=[CH:50][CH:57]=[CH:56][CH:55]=1)[O:31][C:30]1[CH:36]=[CH:37][C:38]([CH2:40][CH2:41][O:42][CH2:43][CH:44]2[CH2:46][CH2:45]2)=[CH:39][C:29]=1[CH3:28])[CH2:1][NH:8][CH2:9][CH2:10][C:11]([NH:13][C:14]1[CH:15]=[CH:16][C:17]([C:20]2[CH:21]([CH3:27])[CH2:22][C:23](=[O:26])[NH:24][N:25]=2)=[CH:18][CH:19]=1)=[O:12] |f:2.3.4|. Procedure details: 6-[4-(3-Benzylaminopropionamido)phenyl]-5-methyl-4,5-dihydro-3(2H)-pyridazinone (7.0 g; 0.019 mol) and 1-[2-methyl-4-[2-(cyclopropylmethoxy)ethyl]phenoxy]-2,3-epoxypropane (7.32 g; 0.028 mol) were stirred under reflux in n-propanol (200 ml) for 17 hours. n-Propanol (100 ml) was distilled off and the mixture subjected to reflux for a further 24 hours. The reaction mixture was cooled, filtered and evaporated under reduced pressure to give an oily residue. This was subjected to high pressure liquid... The reactants are C1CCOC1, CC(C)Oc1ccc(-c2noc(-c3ccc(OCC4COC(C)(C)O4)cc3)n2)cc1Cl, Cl, [Na+], [OH-]. The product is CC(C)Oc1ccc(-c2noc(-c3ccc(OCC(O)CO)cc3)n2)cc1Cl. As a reaction SMILES: [CH2:35]1[O:36][CH2:37][CH2:38][CH2:39]1.[Cl:1][c:2]1[cH:3][c:4](-[c:12]2[n:13][o:14][c:15](-[c:17]3[cH:18][cH:19][c:20]([O:23][CH2:24][CH:25]4[O:26][C:27]([CH3:30])([CH3:31])[O:28][CH2:29]4)[cH:21][cH:22]3)[n:16]2)[cH:5][cH:6][c:7]1[O:8][CH:9]([CH3:10])[CH3:11].[ClH:32].[Na+:34].[OH-:33]>>[Cl:1][c:2]1[cH:3][c:4](-[c:12]2[n:13][o:14][c:15](-[c:17]3[cH:18][cH:19][c:20]([O:23][CH2:24][CH:25]([OH:26])[CH2:29][OH:28])[cH:21][cH:22]3)[n:16]2)[cH:5][cH:6][c:7]1[O:8][CH:9]([CH3:10])[CH3:11]. The reactants are BrC1=CC(=C(C=C1)C(C(C(F)(F)F)(O)C=1C=CC2=C(N(C(CO2)=O)C)C1)C)Cl (6-[2-(4-Bromo-2-chloro-phenyl)-1-hydroxy-1-trifluoromethyl-propyl]-4-methyl-4H-benzo[1,4]oxazin-3-one), COC(CC1=CC=C(C=C1)O)=O (methyl-4-hydroxyphenylacetate), C([O-])([O-])=O.[Cs+].[Cs+] (cesium carbonate), Cl.CN(CC(=O)O)C (N,N-dimethylglycine hydrochloride). The reagents and catalysts are [Cu]I (copper(I)iodide). The solvent is O (water), O1CCOCC1 (dioxane). Reaction conditions: temperature 120 celsius, time 4 hour. Product: COC(CC1=CC=C(C=C1)OC1=CC(=C(C=C1)C(C(C(F)(F)F)(C=1C=CC2=C(N(C(CO2)=O)C)C1)O)C)Cl)=O ((4-{3-Chloro-4-[3,3,3-trifluoro-2-hydroxy-1-methyl-2-(4-methyl-3-oxo-3,4-dihydro-2H-benzo[1,4]oxazin-6-yl)-propyl]-phenoxy}-phenyl)-acetic acid methyl ester). The yield is 39.0%. Reaction SMILES: Br[C:2]1[CH:7]=[CH:6][C:5]([CH:8]([CH3:27])[C:9]([C:15]2[CH:16]=[CH:17][C:18]3[O:23][CH2:22][C:21](=[O:24])[N:20]([CH3:25])[C:19]=3[CH:26]=2)([OH:14])[C:10]([F:13])([F:12])[F:11])=[C:4]([Cl:28])[CH:3]=1.[CH3:29][O:30][C:31](=[O:40])[CH2:32][C:33]1[CH:38]=[CH:37][C:36]([OH:39])=[CH:35][CH:34]=1.C(=O)([O-])[O-].[Cs+].[Cs+].Cl.CN(C)CC(O)=O>O1CCOCC1.[Cu]I.O>[CH3:29][O:30][C:31](=[O:40])[CH2:32][C:33]1[CH:38]=[CH:37][C:36]([O:39][C:2]2[CH:7]=[CH:6][C:5]([CH:8]([CH3:27])[C:9]([OH:14])([C:15]3[CH:16]=[CH:17][C:18]4[O:23][CH2:22][C:21](=[O:24])[N:20]([CH3:25])[C:19]=4[CH:26]=3)[C:10]([F:13])([F:12])[F:11])=[C:4]([Cl:28])[CH:3]=2)=[CH:35][CH:34]=1 |f:2.3.4,5.6|. Procedure details: A suspension of 6-[2-(4-bromo-2-chloro-phenyl)-1-hydroxy-1-trifluoromethyl-propyl]-4-methyl-4H-benzo[1,4]oxazin-3-one (Example 22, step 3, 50 mg), methyl-4-hydroxyphenylacetate (26 mg), cesium carbonate (68 mg), copper(I)iodide (2 mg) and N,N-dimethylglycine hydrochloride (4.5 mg) in dioxane (0.5 ml) was heated to 120° C. for 10 min under microwave conditions. The reaction was not finished. The reaction mixture was placed in a heating bath and stirred at 70° C. for 16 h and at 90° C. for 4 h. Af... The reactants are C1CCOC1, O=c1[nH]c(-c2ccc(Cl)c(Cl)c2)nc2ccccc12, Cc1cc(N)n[nH]1, O=P(Cl)(Cl)Cl. Yields the product Cc1cc(Nc2nc(-c3ccc(Cl)c(Cl)c3)nc3ccccc23)[nH]n1. Reaction SMILES: [CH2:32]1[O:33][CH2:34][CH2:35][CH2:36]1.[Cl:1][c:2]1[cH:3][c:4](-[c:9]2[n:10][c:11]3[cH:12][cH:13][cH:14][cH:15][c:16]3[c:17](=[O:19])[nH:18]2)[cH:5][cH:6][c:7]1[Cl:8].[NH2:20][c:21]1[n:22][nH:23][c:24]([CH3:26])[cH:25]1.[P:27]([Cl:28])([Cl:29])([Cl:30])=[O:31]>>[Cl:1][c:2]1[cH:3][c:4](-[c:9]2[n:10][c:11]3[cH:12][cH:13][cH:14][cH:15][c:16]3[c:17]([NH:20][c:21]3[nH:22][n:23][c:24]([CH3:26])[cH:25]3)[n:18]2)[cH:5][cH:6][c:7]1[Cl:8]. Reactants: ClC=1C=C(CN)C=CC1Cl (3,4-dichlorobenzylamine), ClC=1N=C(C2=C(N1)SC(=C2)C)Cl (2,4-dichloro-6-methyl-thieno-[2,3-d]-pyrimidine). Yields the product ClC=1N=C(C2=C(N1)SC(=C2)C)NCC2=CC(=C(C=C2)Cl)Cl (2-chloro-6-methyl-4-(3,4-dichlorobenzylamino)-thieno-[2,3-d]-pyrimidine). As a reaction SMILES: [Cl:1][C:2]1[CH:3]=[C:4]([CH:7]=[CH:8][C:9]=1[Cl:10])[CH2:5][NH2:6].[Cl:11][C:12]1[N:13]=[C:14](Cl)[C:15]2[CH:20]=[C:19]([CH3:21])[S:18][C:16]=2[N:17]=1>>[Cl:11][C:12]1[N:13]=[C:14]([NH:6][CH2:5][C:4]2[CH:7]=[CH:8][C:9]([Cl:10])=[C:2]([Cl:1])[CH:3]=2)[C:15]2[CH:20]=[C:19]([CH3:21])[S:18][C:16]=2[N:17]=1. Reported procedure: Following the procedure of Example 1, the reaction of 3,4-dichlorobenzylamine with 2,4-dichloro-6-methyl-thieno-[2,3-d]-pyrimidine yields 2-chloro-6-methyl-4-(3,4-dichlorobenzylamino)-thieno-[2,3-d]-pyrimidine. RXN SMILES: C[C:2]1[C:6]2[N:7]=[CH:8][NH:9][C:10](=O)[C:5]=2[S:4][CH:3]=1.C(=O)(O)[O-].[Na+].P(Cl)(Cl)([Cl:19])=O>>[Cl:19][C:10]1[C:5]2[S:4][CH:3]=[CH:2][C:6]=2[N:7]=[CH:8][N:9]=1 |f:1.2|. Product: ClC=1C2=C(N=CN1)C=CS2 (4-chlorothieno[3,2-d]pyrimidine). Procedure: A solution of 3H-thieno[3,2-d]pyrimid-4-one (3, 2.7 g, 18 mmol) in phosphorus oxychloride (18 mL) under N2 was heated at reflux for 1 hour. The resulting solution was allowed to cool to room temperature and then poured into a saturated aqueous solution of sodium bicarbonate to neutralize. The aqueous mixture was extracted with diethyl ether. The organic layer was washed with water followed by saturated aqueous sodium chloride, dried over anhydrous magnesium sulfate and the solvent evaporated und... The yield is 97.0%. Reactants: CC1=CSC2=C1N=CNC2=O (7-Methyl-3H-thieno[3,2-d]pyrimid-4-one), P(=O)(Cl)(Cl)Cl (phosphorus oxychloride), C([O-])(O)=O.[Na+] (sodium bicarbonate). Starting materials: [BH4-], COC(=O)C1CC(C)CN1C(=O)OC(C)(C)C, [Li+]. The product is CC1CC(CO)N(C(=O)OC(C)(C)C)C1. As a reaction SMILES: [BH4-:18].[C:1]([CH3:2])([CH3:3])([CH3:4])[O:5][C:6](=[O:7])[N:8]1[CH:9]([C:14](=[O:15])[O:16][CH3:17])[CH2:10][CH:11]([CH3:13])[CH2:12]1.[Li+:19]>>[C:1]([CH3:2])([CH3:3])([CH3:4])[O:5][C:6](=[O:7])[N:8]1[CH:9]([CH2:14][OH:15])[CH2:10][CH:11]([CH3:13])[CH2:12]1. Reactants: FC(C(=O)O)(F)F (trifluoroacetic acid), C(C)(C)(C)C(C(=O)[O-])(OC1=C(C=C(C=C1)C(CNC(=O)C=1SC=2CNC(CC2N1)C(=O)OC(C)(C)C)O)OCC(=O)[O-])C(C)(C)C (Di-t-butyl[[4-[[[(6-t-butoxycarbonyl-4,5,6,7-tetrahydrothiazolo[5,4-c]pyridin-2-yl)carbonyl]amino]-1-hydroxyethyl]-o-phenylene]dioxy]diacetate), C(C)(C)OC(C)C (isopropyl ether). Run in C1(=CC=CC=C1)OC (anisole). The product is FC(C(=O)O)(F)F.N1=C(SC=2CNCCC21)C(=O)NCC(O)C2=CC(=C(C=C2)OCC(=O)O)OCC(=O)O ([[4-[[[(4,5,6,7-tetrahydrothiazolo[5,4-c]pyridin-2-yl)carbonyl]amino]-1-hydroxyethyl]-o-phenylene]dioxy]diacetic acid trifluoroacetate). The yield is 77.8%. Reaction SMILES: C([C:5](C(C)(C)C)([O:9][C:10]1[CH:15]=[CH:14][C:13]([CH:16]([OH:37])[CH2:17][NH:18][C:19]([C:21]2[S:22][C:23]3[CH2:24][NH:25][CH:26](C(OC(C)(C)C)=O)[CH2:27][C:28]=3[N:29]=2)=[O:20])=[CH:12][C:11]=1[O:38][CH2:39][C:40]([O-:42])=[O:41])[C:6]([O-:8])=[O:7])(C)(C)C.[F:47][C:48]([F:53])([F:52])[C:49]([OH:51])=[O:50].C(OC(C)C)(C)C>C1(OC)C=CC=CC=1>[F:47][C:48]([F:53])([F:52])[C:49]([OH:51])=[O:50].[N:29]1[C:28]2[CH2:27][CH2:26][NH:25][CH2:24][C:23]=2[S:22][C:21]=1[C:19]([NH:18][CH2:17][CH:16]([C:13]1[CH:14]=[CH:15][C:10]([O:9][CH2:5][C:6]([OH:8])=[O:7])=[C:11]([O:38][CH2:39][C:40]([OH:42])=[O:41])[CH:12]=1)[OH:37])=[O:20] |f:4.5|. Procedure: To the solution of the compound prepared in (a) (115.3 mg, 0.174 mmole) in anisole (0.5 ml) was added trifluoroacetic acid (2.0 ml) at 0° C. Crystals were deposited by the addition of isopropyl ether at 0° C., collected by filtration, and lyophilized to give 82.1 mg of a crude product, which was purified on a LH column (50% methanol) to give 76.6 mg of the title compound as a colorless crystal (yield, 77.8%).